Dataset: the Open Reaction Database (ORD), a public repository of structured organic reaction records. Task: describe an organic reaction: reactants, conditions, products, and yield Starting materials: ClC1=C(OCC(=O)O)C=CC(=C1)C=1C=NC=CC1 ((2-chloro-4-pyridin-3-yl-phenoxy)-acetic acid), ClC=1C=C(C=CC1OCCN(CC)CC)N (3-chloro-4-(2-diethylamino-ethoxy)-phenylamine). Yields the product ClC=1C=C(C=CC1OCCN(CC)CC)NC(COC1=C(C=C(C=C1)C=1C=NC=CC1)Cl)=O (N-[3-chloro-4-(2-diethylamino-ethoxy)-phenyl]-2-(2-chloro-4-pyridin-3-yl-phenoxy)-acetamide). RXN SMILES: [Cl:1][C:2]1[CH:12]=[C:11]([C:13]2[CH:14]=[N:15][CH:16]=[CH:17][CH:18]=2)[CH:10]=[CH:9][C:3]=1[O:4][CH2:5][C:6]([OH:8])=O.[Cl:19][C:20]1[CH:21]=[C:22]([NH2:34])[CH:23]=[CH:24][C:25]=1[O:26][CH2:27][CH2:28][N:29]([CH2:32][CH3:33])[CH2:30][CH3:31]>>[Cl:19][C:20]1[CH:21]=[C:22]([NH:34][C:6](=[O:8])[CH2:5][O:4][C:3]2[CH:9]=[CH:10][C:11]([C:13]3[CH:14]=[N:15][CH:16]=[CH:17][CH:18]=3)=[CH:12][C:2]=2[Cl:1])[CH:23]=[CH:24][C:25]=1[O:26][CH2:27][CH2:28][N:29]([CH2:32][CH3:33])[CH2:30][CH3:31]. Reported procedure: The product was prepared according to general working method I from (2-chloro-4-pyridin-3-yl-phenoxy)-acetic acid (136b) and 3-chloro-4-(2-diethylamino-ethoxy)-phenylamine (Z1b). Starting materials: CC(=O)O, CCOC(=O)c1c(C)cccc1[N+](=O)[O-], CCO, [Fe], O. Product: CCOC(=O)c1c(C)cccc1N. RXN SMILES: [CH3:16][C:17](=[O:18])[OH:19].[CH3:1][c:2]1[cH:3][cH:4][cH:5][c:6]([N+:13]([O-:14])=[O:15])[c:7]1[C:8](=[O:9])[O:10][CH2:11][CH3:12].[CH3:20][CH2:21][OH:22].[Fe:24].[OH2:23]>>[CH3:1][c:2]1[cH:3][cH:4][cH:5][c:6]([NH2:13])[c:7]1[C:8](=[O:9])[O:10][CH2:11][CH3:12].